This data is from the Open Reaction Database (ORD), a public repository of structured organic reaction records. The task is: describe an organic reaction: reactants, conditions, products, and yield Reactants: FC1=C(C=CC=C1)F (1,2-difluorobenzene), N1=CC=C(C=C1)C=O (pyridine-4-carboxaldehyde), [OH-].[Na+] (NaOH). The solvent is OS(=O)(=O)O (H2SO4). Reaction conditions: temperature 70 celsius. The product is FC=1C=C(C=CC1F)C(C1=CC=NC=C1)C1=CC(=C(C=C1)F)F (4-[Bis(3,4-difluorophenyl)methyl]pyridine). Isolated yield 91.1%. Reaction SMILES: [F:1][C:2]1[CH:7]=[CH:6][CH:5]=[CH:4][C:3]=1[F:8].[N:9]1[CH:14]=[CH:13][C:12]([CH:15]=O)=[CH:11][CH:10]=1.[OH-].[Na+]>OS(O)(=O)=O>[F:1][C:2]1[CH:7]=[C:6]([CH:15]([C:5]2[CH:6]=[CH:7][C:2]([F:1])=[C:3]([F:8])[CH:4]=2)[C:12]2[CH:13]=[CH:14][N:9]=[CH:10][CH:11]=2)[CH:5]=[CH:4][C:3]=1[F:8] |f:2.3|. Procedure: A mechanically stirred mixture of 49.0 g (0.43 mole) of 1,2-difluorobenzene, 20.6 g (0.19 mole) of pyridine-4-carboxaldehyde and 80 ml of concentrated H2SO4 was heated at 70° C. for 21 hours. The reaction mixture was poured over ice, and the icy mixture was made basic with 50% NaOH. The resulting mixture was extracted with CH2Cl2 and the CH2Cl2 solution was dried (MgSO4). The solvent was removed in vacuo to give 54.94 g (89.8%) of a solid. This was recrystallized from a mixture of CH2Cl2 and hex... Starting materials: COc1ncc(C#N)cc1CN1CCC(C=Cc2ccccc2F)CC1, CC#N, C[Si](C)(C)Cl, [I-], [Na+], O. Product: N#Cc1c[nH]c(=O)c(CN2CCC(C=Cc3ccccc3F)CC2)c1. As a reaction SMILES: [C:4](#[N:5])[c:6]1[cH:7][c:8]([CH2:14][N:15]2[CH2:16][CH2:17][CH:18]([CH:21]=[CH:22][c:23]3[c:24]([F:29])[cH:25][cH:26][cH:27][cH:28]3)[CH2:19][CH2:20]2)[c:9]([O:12][CH3:13])[n:10][cH:11]1.[CH3:1][C:2]#[N:3].[Cl:32][Si:33]([CH3:34])([CH3:35])[CH3:36].[I-:31].[Na+:30].[OH2:37]>>[C:4](#[N:5])[c:6]1[cH:7][c:8]([CH2:14][N:15]2[CH2:16][CH2:17][CH:18]([CH:21]=[CH:22][c:23]3[c:24]([F:29])[cH:25][cH:26][cH:27][cH:28]3)[CH2:19][CH2:20]2)[c:9](=[O:12])[nH:10][cH:11]1. Reactants: ClC1=NC(=C2C=CC=NC2=C1)NC[C@]1(CN(CCC1)C(=O)OC(C)(C)C)F (1,1-dimethylethyl (3R)-3-{[(7-chloro-1,6-naphthyridin-5-yl)amino]methyl}-3-fluoro-1-piperidinecarboxylate), CC(C)(C)N1N=CC(=C1)B1OC(C(O1)(C)C)(C)C (1-(1,1-dimethylethyl)-4-(4,4,5,5-tetramethyl-1,3,2-dioxaborolan-2-yl)-1H-pyrazole), C([O-])([O-])=O.[Cs+].[Cs+] (caesium carbonate), O (water). The reagents and catalysts are C=1C=CC(=CC1)/C=C/C(=O)/C=C/C2=CC=CC=C2.C=1C=CC(=CC1)/C=C/C(=O)/C=C/C2=CC=CC=C2.C=1C=CC(=CC1)/C=C/C(=O)/C=C/C2=CC=CC=C2.[Pd].[Pd] (tris(dibenzylideneacetone)dipalladium). Solvent: O1CCOCC1 (1,4-dioxane). Reaction conditions: temperature 130 celsius. The product is CC(C)(C)N1N=CC(=C1)C1=NC(=C2C=CC=NC2=C1)NC[C@]1(CN(CCC1)C(=O)OC(C)(C)C)F (1,1-Dimethylethyl (3R)-3-[({7-[1-(1,1-dimethylethyl)-1H-pyrazol-4-yl]-1,6-naphthyridin-5-yl}amino)methyl]-3-fluoro-1-piperidinecarboxylate). Yield: 99.9%. As a reaction SMILES: Cl[C:2]1[CH:11]=[C:10]2[C:5]([CH:6]=[CH:7][CH:8]=[N:9]2)=[C:4]([NH:12][CH2:13][C@:14]2([F:27])[CH2:19][CH2:18][CH2:17][N:16]([C:20]([O:22][C:23]([CH3:26])([CH3:25])[CH3:24])=[O:21])[CH2:15]2)[N:3]=1.[CH3:28][C:29]([N:32]1[CH:36]=[C:35](B2OC(C)(C)C(C)(C)O2)[CH:34]=[N:33]1)([CH3:31])[CH3:30].C(=O)([O-])[O-].[Cs+].[Cs+].O>O1CCOCC1.C1C=CC(/C=C/C(/C=C/C2C=CC=CC=2)=O)=CC=1.C1C=CC(/C=C/C(/C=C/C2C=CC=CC=2)=O)=CC=1.C1C=CC(/C=C/C(/C=C/C2C=CC=CC=2)=O)=CC=1.[Pd].[Pd]>[CH3:28][C:29]([N:32]1[CH:36]=[C:35]([C:2]2[CH:11]=[C:10]3[C:5]([CH:6]=[CH:7][CH:8]=[N:9]3)=[C:4]([NH:12][CH2:13][C@:14]3([F:27])[CH2:19][CH2:18][CH2:17][N:16]([C:20]([O:22][C:23]([CH3:26])([CH3:25])[CH3:24])=[O:21])[CH2:15]3)[N:3]=2)[CH:34]=[N:33]1)([CH3:31])[CH3:30] |f:2.3.4,7.8.9.10.11|. Procedure details: To a solution of 1,1-dimethylethyl (3R)-3-{[(7-chloro-1,6-naphthyridin-5-yl)amino]methyl}-3-fluoro-1-piperidinecarboxylate (1.300 g, 3.29 mmol) in 1,4-dioxane (10 ml) was added 1-(1,1-dimethylethyl)-4-(4,4,5,5-tetramethyl-1,3,2-dioxaborolan-2-yl)-1H-pyrazole (0.906 g, 3.62 mmol), caesium carbonate (2.145 g, 6.58 mmol), tetrakis(triphenylphosphine)palladium (0) (0.114 g, 0.099 mmol) and water (2 ml). The reaction mixture was heated in the microwave at 130° C. for 2 h. LCMS shows main peak of prod... Starting materials: CC(=O)NC(C)C(=O)O, C(=NC1CCCCC1)=NC1CCCCC1, CC(N)C(=O)Nc1ccc(-c2ccc(C(=O)O)c(=O)[nH]2)cc1, CN(C)C=O, On1nnc2ccccc21. Yields the product CC(=O)NC(C)C(=O)NC(C)C(=O)Nc1ccc(-c2ccc(C(=O)O)c(=O)[nH]2)cc1. As a reaction SMILES: [CH3:23][CH:24]([NH:25][C:26]([CH3:27])=[O:28])[C:29]([OH:30])=[O:31].[CH:42]1([N:43]=[C:44]=[N:45][CH:46]2[CH2:47][CH2:48][CH2:49][CH2:50][CH2:51]2)[CH2:52][CH2:53][CH2:54][CH2:55][CH2:56]1.[NH2:1][CH:2]([CH3:3])[C:4](=[O:5])[NH:6][c:7]1[cH:8][cH:9][c:10](-[c:13]2[nH:14][c:15](=[O:22])[c:16]([C:17](=[O:18])[OH:19])[cH:20][cH:21]2)[cH:11][cH:12]1.[O:57]=[CH:58][N:59]([CH3:60])[CH3:61].[OH:32][n:33]1[c:34]2[cH:35][cH:36][cH:37][cH:38][c:39]2[n:40][n:41]1>>[NH:1]([CH:2]([CH3:3])[C:4](=[O:5])[NH:6][c:7]1[cH:8][cH:9][c:10](-[c:13]2[nH:14][c:15](=[O:22])[c:16]([C:17](=[O:18])[OH:19])[cH:20][cH:21]2)[cH:11][cH:12]1)[C:29]([CH:24]([CH3:23])[NH:25][C:26]([CH3:27])=[O:28])=[O:30].